From a dataset of the Open Reaction Database (ORD), a public repository of structured organic reaction records. describe an organic reaction: reactants, conditions, products, and yield Starting materials: CCc1nc2c(cnn2CC)c(NC2CCOCC2)c1CNC(=O)c1ccc(NC(=O)CCCCCCCN(C)CCO)cc1, CC(=O)CC(C)C, O, O=P(O)(O)O. Yields the product CCc1nc2c(cnn2CC)c(NC2CCOCC2)c1CNC(=O)c1ccc(NC(=O)CCCCCCCN(C)CCO)cc1, O=P(O)(O)O. Reaction SMILES: [CH2:1]([CH3:2])[n:3]1[n:4][cH:5][c:6]2[c:7]1[n:8][c:9]([CH2:44][CH3:45])[c:10]([CH2:19][NH:20][C:21]([c:22]1[cH:23][cH:24][c:25]([NH:28][C:29]([CH2:30][CH2:31][CH2:32][CH2:33][CH2:34][CH2:35][CH2:36][N:37]([CH3:38])[CH2:39][CH2:40][OH:41])=[O:42])[cH:26][cH:27]1)=[O:43])[c:11]2[NH:12][CH:13]1[CH2:14][CH2:15][O:16][CH2:17][CH2:18]1.[CH2:51]([C:52]([CH3:53])=[O:54])[CH:55]([CH3:56])[CH3:57].[OH2:58].[P:46]([OH:47])([OH:48])([OH:49])=[O:50]>>[CH2:1]([CH3:2])[n:3]1[n:4][cH:5][c:6]2[c:7]1[n:8][c:9]([CH2:44][CH3:45])[c:10]([CH2:19][NH:20][C:21]([c:22]1[cH:23][cH:24][c:25]([NH:28][C:29]([CH2:30][CH2:31][CH2:32][CH2:33][CH2:34][CH2:35][CH2:36][N:37]([CH3:38])[CH2:39][CH2:40][OH:41])=[O:42])[cH:26][cH:27]1)=[O:43])[c:11]2[NH:12][CH:13]1[CH2:14][CH2:15][O:16][CH2:17][CH2:18]1.[P:46](=[O:47])([OH:48])([OH:49])[OH:50]. The reactants are CCCCP(CCCC)CCCC, O=C(N=NC(=O)N1CCCCC1)N1CCCCC1, C1CCOC1, COC(=O)CCc1ccc(O)cc1, OCc1ccc(CN(CCc2ccccc2)c2nc(-c3ccccc3)cs2)cc1. Product: COC(=O)CCc1ccc(OCc2ccc(CN(CCc3ccccc3)c3nc(-c4ccccc4)cs3)cc2)cc1. Reaction SMILES: [CH2:43]([P:44]([CH2:45][CH2:46][CH2:47][CH3:48])[CH2:49][CH2:50][CH2:51][CH3:52])[CH2:53][CH2:54][CH3:55].[N:56]([C:57]([N:58]1[CH2:59][CH2:60][CH2:61][CH2:62][CH2:63]1)=[O:64])=[N:65][C:66]([N:67]1[CH2:68][CH2:69][CH2:70][CH2:71][CH2:72]1)=[O:73].[O:74]1[CH2:75][CH2:76][CH2:77][CH2:78]1.[OH:30][c:31]1[cH:32][cH:33][c:34]([CH2:37][CH2:38][C:39](=[O:40])[O:41][CH3:42])[cH:35][cH:36]1.[c:1]1([CH2:7][CH2:8][N:9]([c:10]2[s:11][cH:12][c:13](-[c:15]3[cH:16][cH:17][cH:18][cH:19][cH:20]3)[n:14]2)[CH2:21][c:22]2[cH:23][cH:24][c:25]([CH2:28][OH:29])[cH:26][cH:27]2)[cH:2][cH:3][cH:4][cH:5][cH:6]1>>[c:1]1([CH2:7][CH2:8][N:9]([c:10]2[s:11][cH:12][c:13](-[c:15]3[cH:16][cH:17][cH:18][cH:19][cH:20]3)[n:14]2)[CH2:21][c:22]2[cH:23][cH:24][c:25]([CH2:28][O:29][c:31]3[cH:32][cH:33][c:34]([CH2:37][CH2:38][C:39](=[O:40])[O:41][CH3:42])[cH:35][cH:36]3)[cH:26][cH:27]2)[cH:2][cH:3][cH:4][cH:5][cH:6]1. The reactants are CCOC(=O)C(C#N)Cc1ccccc1Cl, Cl, [Na+], [OH-], O. Product: N#CC(Cc1ccccc1Cl)C(=O)O. Reaction SMILES: [Cl:1][c:2]1[c:3]([CH2:4][CH:5]([C:6](=[O:7])[O:8][CH2:9][CH3:10])[C:11]#[N:12])[cH:13][cH:14][cH:15][cH:16]1.[ClH:19].[Na+:18].[OH-:17].[OH2:20]>>[Cl:1][c:2]1[c:3]([CH2:4][CH:5]([C:6](=[O:7])[OH:8])[C:11]#[N:12])[cH:13][cH:14][cH:15][cH:16]1.